Task: describe an organic reaction: reactants, conditions, products, and yield. Dataset: the Open Reaction Database (ORD), a public repository of structured organic reaction records Reactants: [C@@H]12N(C[C@@H](NC1)C2)C(=O)OC(C)(C)C (tert-Butyl (1S,4S)-2,5-diazabicyclo[2.2.1]heptane-2-carboxylate), BrC=1C=NC=C(C1)OC (3-bromo-5-methoxypyridine). Yields the product COC=1C=C(C=NC1)N1[C@@H]2CN([C@H](C1)C2)C(=O)OC(C)(C)C (tert-butyl (1S,4S)-5-(5-methoxy-3-pyridinyl)-2,5-diazabicyclo[2.2.1]heptane-2-carboxylate). Reaction SMILES: [C@H:1]12[CH2:7][C@H:4]([NH:5][CH2:6]1)[CH2:3][N:2]2[C:8]([O:10][C:11]([CH3:14])([CH3:13])[CH3:12])=[O:9].Br[C:16]1[CH:17]=[N:18][CH:19]=[C:20]([O:22][CH3:23])[CH:21]=1>>[CH3:23][O:22][C:20]1[CH:21]=[C:16]([N:5]2[CH2:6][C@@H:1]3[CH2:7][C@H:4]2[CH2:3][N:2]3[C:8]([O:10][C:11]([CH3:14])([CH3:13])[CH3:12])=[O:9])[CH:17]=[N:18][CH:19]=1. Procedure: tert-Butyl (1S,4S)-2,5-diazabicyclo[2.2.1]heptane-2-carboxylate, prepared as described in (J. Med. Chem., (1988) 31, 1598-1611), and the product from Example 43A were coupled according to the procedure described in Example 1A to provide the title compound. MS (DCI/NH3) m/z 306 (M+H)+. The reactants are ClCCl, CCCNC(=O)c1ccc(C)c(-c2nc(S(C)=O)nc3c2CNC(=O)N3c2c(F)cccc2F)c1, C1CCN(C2CCNCC2)CC1. The product is CCCNC(=O)c1ccc(C)c(-c2nc(N3CCC(N4CCCCC4)CC3)nc3c2CNC(=O)N3c2c(F)cccc2F)c1. RXN SMILES: [Cl:48][CH2:49][Cl:50].[F:1][c:2]1[c:3]([N:9]2[C:10](=[O:35])[NH:11][CH2:12][c:13]3[c:14]2[n:15][c:16]([S:32]([CH3:33])=[O:34])[n:17][c:18]3-[c:19]2[cH:20][c:21]([C:22](=[O:23])[NH:24][CH2:25][CH2:26][CH3:27])[cH:28][cH:29][c:30]2[CH3:31])[c:4]([F:8])[cH:5][cH:6][cH:7]1.[N:36]1([CH:42]2[CH2:43][CH2:44][NH:45][CH2:46][CH2:47]2)[CH2:37][CH2:38][CH2:39][CH2:40][CH2:41]1>>[F:1][c:2]1[c:3]([N:9]2[C:10](=[O:35])[NH:11][CH2:12][c:13]3[c:14]2[n:15][c:16]([N:45]2[CH2:44][CH2:43][CH:42]([N:36]4[CH2:37][CH2:38][CH2:39][CH2:40][CH2:41]4)[CH2:47][CH2:46]2)[n:17][c:18]3-[c:19]2[cH:20][c:21]([C:22](=[O:23])[NH:24][CH2:25][CH2:26][CH3:27])[cH:28][cH:29][c:30]2[CH3:31])[c:4]([F:8])[cH:5][cH:6][cH:7]1. Reactants: O (water), C(=O)([O-])[O-].[Na+].[Na+] (Na2CO3), BrC1=CN=C2N1C=CC(=C2)Cl (3-Bromo-7-chloro-imidazo-[1,2-a]-pyridine), ClC1=NC=CC(=C1)B(O)O (2-chloro-pyridine-4-boronic acid). Reagents/catalysts: Cl[Pd]([P](C1=CC=CC=C1)(C2=CC=CC=C2)C3=CC=CC=C3)([P](C4=CC=CC=C4)(C5=CC=CC=C5)C6=CC=CC=C6)Cl (PdCl2(PPh3)2). Solvent: COCCOC (DME). Yields the product ClC1=CC=2N(C=C1)C(=CN2)C2=CC(=NC=C2)Cl (7-chloro-3-(2-chloro-pyridin-4-yl)-imidazo[1,2-a]pyridine). RXN SMILES: Br[C:2]1[N:6]2[CH:7]=[CH:8][C:9]([Cl:11])=[CH:10][C:5]2=[N:4][CH:3]=1.[Cl:12][C:13]1[CH:18]=[C:17](B(O)O)[CH:16]=[CH:15][N:14]=1.O.C([O-])([O-])=O.[Na+].[Na+]>COCCOC.Cl[Pd](Cl)([P](C1C=CC=CC=1)(C1C=CC=CC=1)C1C=CC=CC=1)[P](C1C=CC=CC=1)(C1C=CC=CC=1)C1C=CC=CC=1>[Cl:11][C:9]1[CH:8]=[CH:7][N:6]2[C:2]([C:17]3[CH:16]=[CH:15][N:14]=[C:13]([Cl:12])[CH:18]=3)=[CH:3][N:4]=[C:5]2[CH:10]=1 |f:3.4.5,^1:37,56|. Reported procedure: 3-Bromo-7-chloro-imidazo-[1,2-a]-pyridine (1 eq, 6.48 mmol, 1.5 g) and 2-chloro-pyridine-4-boronic acid (1 eq, 6.48 mmol, 1.02 g) are dissolved in DME (6 ml) and water (2 ml) and Na2CO3 (2 eq, 13.0 mmol, 1.61 g) is added. PdCl2(PPh3)2 (0.06 eq, 0.389 mmol, 273 mg) is added and the reaction mixture is heated using microwave radiation at 120° C. for 10 min. At the completion of this time the solvent is removed in vacuo and the reaction mixture is purified by flash column chromatography eluting wit... Reaction SMILES: [Br:20][c:21]1[cH:22][c:23]([C:27]2([NH:34][C:35](=[S:36])[NH2:37])[CH:28]([OH:33])[CH2:29][O:30][CH2:31][CH2:32]2)[cH:24][cH:25][cH:26]1.[O:39]1[CH2:40][CH2:41][CH2:42][CH2:43]1.[OH2:38].[c:1]1([P:2]([c:3]2[cH:4][cH:5][cH:6][cH:7][cH:8]2)[c:9]2[cH:10][cH:11][cH:12][cH:13][cH:14]2)[cH:15][cH:16][cH:17][cH:18][cH:19]1>>[Br:20][c:21]1[cH:22][c:23]([C:27]23[CH:28]([CH2:29][O:30][CH2:31][CH2:32]2)[S:36][C:35]([NH2:37])=[N:34]3)[cH:24][cH:25][cH:26]1. The reactants are NC(=S)NC1(c2cccc(Br)c2)CCOCC1O, C1CCOC1, O, c1ccc(P(c2ccccc2)c2ccccc2)cc1. Product: NC1=NC2(c3cccc(Br)c3)CCOCC2S1.